From a dataset of the Open Reaction Database (ORD), a public repository of structured organic reaction records. describe an organic reaction: reactants, conditions, products, and yield Reactants: CCN1CCN(c2nc(Br)cc3ccccc23)CC1, OB(O)Oc1ccc(CCOCc2ccccc2)cc1, Cc1ccccc1, [Na+], [Na+], O=C([O-])[O-]. RXN SMILES: [Br:21][c:22]1[n:23][c:24]([N:32]2[CH2:33][CH2:34][N:35]([CH2:38][CH3:39])[CH2:36][CH2:37]2)[c:25]2[cH:26][cH:27][cH:28][cH:29][c:30]2[cH:31]1.[CH2:1]([c:2]1[cH:3][cH:4][cH:5][cH:6][cH:7]1)[O:8][CH2:9][CH2:10][c:11]1[cH:12][cH:13][c:14]([O:17][B:18]([OH:19])[OH:20])[cH:15][cH:16]1.[CH3:46][c:47]1[cH:48][cH:49][cH:50][cH:51][cH:52]1.[Na+:40].[Na+:41].[O-:42][C:43](=[O:44])[O-:45]>>[CH2:1]([c:2]1[cH:3][cH:4][cH:5][cH:6][cH:7]1)[O:8][CH2:9][CH2:10][c:11]1[cH:12][cH:13][c:14](-[c:22]2[n:23][c:24]([N:32]3[CH2:33][CH2:34][N:35]([CH2:38][CH3:39])[CH2:36][CH2:37]3)[c:25]3[cH:26][cH:27][cH:28][cH:29][c:30]3[cH:31]2)[cH:15][cH:16]1. The product is CCN1CCN(c2nc(-c3ccc(CCOCc4ccccc4)cc3)cc3ccccc23)CC1. The reactants are ester, CS(=O)(=O)O (methanesulfonic acid), C(CC)C(C(=O)OCC)(C(=O)OCC)CCC (diethyl dipropylmalonate), C(C)O (ethanol). The solvent is O (water). Run at time 1.5 hour. Yields the product C(C(CCC)CCC)(=O)O (valproic acid). The yield is 123.9%. RXN SMILES: CS(O)(=O)=O.[CH2:6]([C:9]([CH2:20][CH2:21][CH3:22])(C(OCC)=O)[C:10]([O:12]CC)=[O:11])[CH2:7][CH3:8].C(O)C>O>[C:10]([OH:12])(=[O:11])[CH:9]([CH2:20][CH2:21][CH3:22])[CH2:6][CH2:7][CH3:8]. Reported procedure: A mixture of 38.6 ml of 70% methanesulfonic acid and 352.2 g of diethyl dipropylmalonate was heated to 135°-145° C. in a flask equipped with a distillation column packed with Raschig rings. After 1.5 hour, ethanol began to reflux in the distillation head. Ethanol was distilled as it formed and the pot temperature was maintained at 120°-145° C. by periodic addition of water to the pot. After 5 hours, additional ester (133 g) was added to the pot and the distillation of ethanol was continued. Afte... Procedure details: A mixture of 6-morpholino-N2-(naphthalen-1-ylmethyl)pyridine-2,3-diamine (3.2 g, 9.58 mmol) in CH3COOH (50 mL) was refluxed for 16 h. The mixture was cooled to room temperature and concentrated in vacuo. The residue was purified by chromatography eluted with EtOAc/Pet Ether=1/1 and then recrystallized in EtOAc to afford the desired product as a pale solid (481 mg, 14%); LC/MS: MS (ES+) m/e 359 (MH+); 1H NMR (300 MHz, DMSO-d6) δ ppm 2.36 (s, 3H), 3.39 (t, J=4.8 Hz, 4H), 3.67 (t, J=4.8 Hz, 4H), 5.... Product: CC1=NC=2C(=NC(=CC2)N2CCOCC2)N1CC1=CC=CC2=CC=CC=C12 (4-(2-methyl-3-(naphthalen-1-ylmethyl)-3H-imidazo[4,5-b]pyridin-5-yl)morpholine). As a reaction SMILES: [O:1]1[CH2:6][CH2:5][N:4]([C:7]2[N:12]=[C:11]([NH:13][CH2:14][C:15]3[C:24]4[C:19](=[CH:20][CH:21]=[CH:22][CH:23]=4)[CH:18]=[CH:17][CH:16]=3)[C:10]([NH2:25])=[CH:9][CH:8]=2)[CH2:3][CH2:2]1.[CH3:26][C:27](O)=O>>[CH3:26][C:27]1[N:13]([CH2:14][C:15]2[C:24]3[C:19](=[CH:20][CH:21]=[CH:22][CH:23]=3)[CH:18]=[CH:17][CH:16]=2)[C:11]2=[N:12][C:7]([N:4]3[CH2:5][CH2:6][O:1][CH2:2][CH2:3]3)=[CH:8][CH:9]=[C:10]2[N:25]=1. Yield: 14.0%. Starting materials: O1CCN(CC1)C1=CC=C(C(=N1)NCC1=CC=CC2=CC=CC=C12)N (6-morpholino-N2-(naphthalen-1-ylmethyl)pyridine-2,3-diamine), CC(=O)O (CH3COOH). Reactants: C(C)OC(=O)C=1SC=C(N1)CN1N=CC(=C1)N (4-(4-amino-pyrazol-1-ylmethyl)-thiazole-2-carboxylic acid ethyl ester), CCN(C(C)C)C(C)C (DIPEA), N#N (N2), C1=CC=C(C(=C1)COC(=O)Cl)Cl (2-chlorobenzylchloroformate). Run in C(Cl)Cl (CH2Cl2). Reaction conditions: time 1 hour. Product: C(C)OC(=O)C=1SC=C(N1)CN1N=CC(=C1)NC(=O)OCC1=C(C=CC=C1)Cl (4-[4-(2-Chloro-benzyloxycarbonylamino)-pyrazol-1-ylmethyl]-thiazole-2-carboxylic acid ethyl ester). Reaction SMILES: N#N.[CH2:3]([O:5][C:6]([C:8]1[S:9][CH:10]=[C:11]([CH2:13][N:14]2[CH:18]=[C:17]([NH2:19])[CH:16]=[N:15]2)[N:12]=1)=[O:7])[CH3:4].CCN(C(C)C)C(C)C.[CH:29]1[CH:34]=[C:33]([CH2:35][O:36][C:37](Cl)=[O:38])[C:32]([Cl:40])=[CH:31][CH:30]=1>C(Cl)Cl>[CH2:3]([O:5][C:6]([C:8]1[S:9][CH:10]=[C:11]([CH2:13][N:14]2[CH:18]=[C:17]([NH:19][C:37]([O:36][CH2:35][C:33]3[CH:34]=[CH:29][CH:30]=[CH:31][C:32]=3[Cl:40])=[O:38])[CH:16]=[N:15]2)[N:12]=1)=[O:7])[CH3:4]. Procedure: In a flame dried round-bottomed flask equipped with a magnetic stir bar and under inert atmosphere (N2), a solution of 4-(4-amino-pyrazol-1-ylmethyl)-thiazole-2-carboxylic acid ethyl ester (1.43 g, 5.65 mmol) in CH2Cl2 (56.0 mL) was treated with DIPEA (1.15 mL, 8.47 mmol) followed by 2-chlorobenzylchloroformate (1.04 mL, 6.78 mmol). The reaction mixture was stirred at rt for 1 h before being quenched with water (50 mL), extracted with CH2Cl2 (3×40 mL). The combined org. extracts were dried over ... The reactants are FC(C=1C=C(C=CC1)NC(=O)N1C=CC2=CC(=CC=C12)OC1=NC=NC(=C1)CN)(F)F (5-(6-aminomethyl-pyrimidin-4-yloxy)-indole-1-carboxylic acid (3-trifluoromethyl-phenyl)-amide), C1CCOC1 (THF), CN(C(=O)Cl)C (dimethylcarbamyl chloride). Solvent: C(C)N(CC)CC (triethylamine). Product: FC(C=1C=C(C=CC1)NC(=O)N1C=CC2=CC(=CC=C12)OC1=NC=NC(=C1)CNC(=O)N(C)C)(F)F (5-[6-(3,3-Dimethyl-ureidomethyl)-pyrimidin-4-yloxy]-indole-1-carboxylic acid (3-trifluoromethyl-phenyl)-amide). As a reaction SMILES: [F:1][C:2]([F:31])([F:30])[C:3]1[CH:4]=[C:5]([NH:9][C:10]([N:12]2[C:20]3[C:15](=[CH:16][C:17]([O:21][C:22]4[CH:27]=[C:26]([CH2:28][NH2:29])[N:25]=[CH:24][N:23]=4)=[CH:18][CH:19]=3)[CH:14]=[CH:13]2)=[O:11])[CH:6]=[CH:7][CH:8]=1.C1COCC1.[CH3:37][N:38]([CH3:42])[C:39](Cl)=[O:40]>C(N(CC)CC)C>[F:31][C:2]([F:30])([F:1])[C:3]1[CH:4]=[C:5]([NH:9][C:10]([N:12]2[C:20]3[C:15](=[CH:16][C:17]([O:21][C:22]4[CH:27]=[C:26]([CH2:28][NH:29][C:39]([N:38]([CH3:42])[CH3:37])=[O:40])[N:25]=[CH:24][N:23]=4)=[CH:18][CH:19]=3)[CH:14]=[CH:13]2)=[O:11])[CH:6]=[CH:7][CH:8]=1. Procedure details: To a solution of 5-(6-aminomethyl-pyrimidin-4-yloxy)-indole-1-carboxylic acid (3-trifluoromethyl-phenyl)-amide (50 mg, 0.12 mmol), THF (5 mL), and dimethylcarbamyl chloride (50 mg) is added triethylamine (50 mg). After 10 min the solution is partitioned between EtOAc and water. The organic layer is separated and washed further with brine, dried over Na2SO4, filtered, and concentrated under reduced pressure to give the title compound. Run at time 15 second. As a reaction SMILES: [N:1]1[CH:6]=[CH:5][C:4]([N:7]2[CH2:12][CH2:11][CH:10]([OH:13])[CH2:9][CH2:8]2)=[CH:3][CH:2]=1.CS(O)(=O)=O.N1C2C(=CC=CC=2)C=CC=1.[C:29](Cl)(Cl)=[O:30].C1(C)C=CC=CC=1.[CH3:40][O:41][C:42]1[CH:47]=[CH:46][C:45]([NH:48][C:49](=[O:57])[C:50]2[CH:55]=[CH:54][CH:53]=[CH:52][C:51]=2[NH2:56])=[CH:44][CH:43]=1>C(Cl)Cl>[CH3:40][O:41][C:42]1[CH:43]=[CH:44][C:45]([NH:48][C:49](=[O:57])[C:50]2[CH:55]=[CH:54][CH:53]=[CH:52][C:51]=2[NH:56][C:29]([O:13][CH:10]2[CH2:11][CH2:12][N:7]([C:4]3[CH:5]=[CH:6][N:1]=[CH:2][CH:3]=3)[CH2:8][CH2:9]2)=[O:30])=[CH:46][CH:47]=1. Product: COC1=CC=C(C=C1)NC(C1=C(C=CC=C1)NC(=O)OC1CCN(CC1)C1=CC=NC=C1)=O (N-(4-Methoxyphenyl)-2-[1-(4-pyridinyl)piperidin-4-yloxycarbonyl]aminobenzamide). The yield is 46.0%. Reactants: COC1=CC=C(C=C1)NC(C1=C(C=CC=C1)N)=O (N-(4-methoxyphenyl)-2-aminobenzamide), N1=CC=CC2=CC=CC=C12 (quinoline), C(=O)(Cl)Cl (phosgene), C1(=CC=CC=C1)C (toluene), CS(=O)(=O)O (methanesulfonic acid), N1=CC=C(C=C1)N1CCC(CC1)O (1-(4-pyridyl)-4-hydroxypiperidine), N1=CC=CC2=CC=CC=C12 (quinoline). Solvent: C(Cl)Cl (CH2Cl2), C(Cl)Cl (methylene chloride). Procedure details: To a mixture of 1-(4-pyridyl)-4-hydroxypiperidine (536 mg, 3.01 mmol) and methylene chloride (45 mL) was added methanesulfonic acid (0.2 ml, 3.1 mmol). After stirring for 15 seconds, quinoline (0.45 mL, 3.8 mmol) was added, immediately followed by 1.93 M phosgene in toluene (2 mL, 3.9 mmol). After 5 minutes, the reaction was placed in a 35° C. oil bath for 45 minutes. The reaction was cooled to room temperature and N-(4-methoxyphenyl)-2-aminobenzamide (728 mg, 3.0 mmol) and quinoline(0.45 mL, 3.... The reactants are CCO, FC(F)(F)Oc1ccc(CCl)cc1, S=C1NC(c2ccccc2)C(c2ccccc2)N1. Product: Cl, FC(F)(F)Oc1ccc(CSC2=NC(c3ccccc3)C(c3ccccc3)N2)cc1. RXN SMILES: [CH3:32][CH2:33][OH:34].[F:19][C:20]([O:21][c:22]1[cH:23][cH:24][c:25]([CH2:26][Cl:27])[cH:28][cH:29]1)([F:30])[F:31].[c:1]1([CH:7]2[NH:8][C:9](=[S:18])[NH:10][CH:11]2[c:12]2[cH:13][cH:14][cH:15][cH:16][cH:17]2)[cH:2][cH:3][cH:4][cH:5][cH:6]1>>[ClH:27].[c:1]1([CH:7]2[NH:8][C:9]([S:18][CH2:26][c:25]3[cH:24][cH:23][c:22]([O:21][C:20]([F:19])([F:30])[F:31])[cH:29][cH:28]3)=[N:10][CH:11]2[c:12]2[cH:13][cH:14][cH:15][cH:16][cH:17]2)[cH:2][cH:3][cH:4][cH:5][cH:6]1. The reactants are CCOC(=O)N(Cc1ccccc1)c1cc(Cl)nc(Cl)c1[N+](=O)[O-], C1CCOC1, N. The product is CCOC(=O)N(Cc1ccccc1)c1cc(Cl)nc(N)c1[N+](=O)[O-]. RXN SMILES: [CH2:1]([CH3:2])[O:3][C:4]([N:5]([c:6]1[c:7]([N+:14](=[O:15])[O-:16])[c:8]([Cl:13])[n:9][c:10]([Cl:12])[cH:11]1)[CH2:17][c:18]1[cH:19][cH:20][cH:21][cH:22][cH:23]1)=[O:24].[CH2:26]1[O:27][CH2:28][CH2:29][CH2:30]1.[NH3:25]>>[CH2:1]([CH3:2])[O:3][C:4]([N:5]([c:6]1[c:7]([N+:14](=[O:15])[O-:16])[c:8]([NH2:25])[n:9][c:10]([Cl:12])[cH:11]1)[CH2:17][c:18]1[cH:19][cH:20][cH:21][cH:22][cH:23]1)=[O:24]. Yields the product CN(C(=S)C1(SCCC1)C1=NC=CC=C1)C (N,N-Dimethyl-2-(pyrid-2-yl)-tetrahydrothiophene-2-carbothioamide). Procedure: A solution of methyl 2-(pyrid-2-yl)tetrahydrothiophene-2-carbodithioate (20 g) in dimethylamine (100 cc) is heated gradually for 3 hours 40 minutes, in an autoclave, up to a temperature of about 125° C. After cooling to a temperature of about 20° C., the autoclave is emptied and rinsed with methylene chloride (200 cc), the latter being added to the reaction mixture. The solution is concentrated to dryness (20 mm Hg; 2.7 kPa) at 40° C. The resulting residue (20.7 g) is dissolved in boiling ethano... RXN SMILES: [N:1]1[CH:6]=[CH:5][CH:4]=[CH:3][C:2]=1[C:7]1([C:12]([S:14]C)=S)[CH2:11][CH2:10][CH2:9][S:8]1.[CH3:16][NH:17][CH3:18]>>[CH3:16][N:17]([CH3:18])[C:12]([C:7]1([C:2]2[CH:3]=[CH:4][CH:5]=[CH:6][N:1]=2)[CH2:11][CH2:10][CH2:9][S:8]1)=[S:14]. Reactants: N1=C(C=CC=C1)C1(SCCC1)C(=S)SC (methyl 2-(pyrid-2-yl)tetrahydrothiophene-2-carbodithioate), CNC (dimethylamine). Conditions: temperature 20 celsius.